This data is from the Open Reaction Database (ORD), a public repository of structured organic reaction records. The task is: describe an organic reaction: reactants, conditions, products, and yield The reactants are C(C#CC)O (but-2-yn-1-ol), O1CCCC1 (tetrahydrofuran), O1CCCC1 (tetrahydrofuran), ClC1=CC=C(C=C1)CC(CC(=O)Cl)(C)C (4-chlorophenyl-3,3-dimethylbutyryl chloride). The reagents and catalysts are CN(C1=CC=NC=C1)C (4-dimethylaminopyridine). Yields the product ClC1=CC=C(C=C1)C(C(=O)OCC#CC)C(C)(C)C (2-Butynyl 2-(4-chlorophenyl)-3,3-dimethylbutyrate). RXN SMILES: [CH2:1]([OH:5])[C:2]#[C:3][CH3:4].[Cl:6][C:7]1[CH:12]=[CH:11][C:10]([CH2:13][C:14]([CH3:20])([CH3:19])[CH2:15]C(Cl)=O)=[CH:9][CH:8]=1.[O:21]1CCC[CH2:22]1>CN(C)C1C=CN=CC=1>[Cl:6][C:7]1[CH:8]=[CH:9][C:10]([CH:13]([C:14]([CH3:15])([CH3:19])[CH3:20])[C:22]([O:5][CH2:1][C:2]#[C:3][CH3:4])=[O:21])=[CH:11][CH:12]=1. Procedure: To a solution of 2.43 ml 0.0325 mol) but-2-yn-1-ol and 3.97 g (0.0325 mol of 4-dimethylaminopyridine in 35 ml tetrahydrofuran is added dropwise, at 0°-5° C., a solution of 7.95 g 0.0325 mol 2-(4-chlorophenyl-3,3-dimethylbutyryl chloride in 25 ml tetrahydrofuran. The reaction mixture was allowed to warm to room temperature and after one and a half hours worked up as follows: after removal of the tetrahydrofuran in vacuo, it was treated with water and stirred with ether, the ether phase was dried ... Reactants: C1CCOC1, [H-], N#Cc1c([N+](=O)[O-])cccc1[N+](=O)[O-], [Na+], CC(C)(CO)C(=O)OCc1ccccc1. Product: CC(C)(COc1cccc([N+](=O)[O-])c1C#N)C(=O)OCc1ccccc1. RXN SMILES: [CH2:32]1[O:33][CH2:34][CH2:35][CH2:36]1.[H-:17].[N+:18](=[O:19])([O-:20])[c:21]1[c:22]([C:23]#[N:24])[c:25]([N+:29]([O-:30])=[O:31])[cH:26][cH:27][cH:28]1.[Na+:16].[OH:1][CH2:2][C:3]([C:4](=[O:5])[O:6][CH2:7][c:8]1[cH:9][cH:10][cH:11][cH:12][cH:13]1)([CH3:14])[CH3:15]>>[O:1]([CH2:2][C:3]([C:4](=[O:5])[O:6][CH2:7][c:8]1[cH:9][cH:10][cH:11][cH:12][cH:13]1)([CH3:14])[CH3:15])[c:25]1[c:22]([C:23]#[N:24])[c:21]([N+:18](=[O:19])[O-:20])[cH:28][cH:27][cH:26]1. Starting materials: ClC=1N=CC2=C(N(CC(C(N2C)=O)C)C2CCCC2)N1 ((rac)-2-chloro-9-cyclopentyl-5,7-dimethyl-5,7,8,9-tetrahydro-pyrimido[4,5-b][1,4]diazepin-6-one), NC1=C(C=C(C(=O)O)C=C1)C (4-amino-3-methylbenzoic acid), C(C)O (ethanol). The reagents and catalysts are Cl (hydrochloric acid). The solvent is O (water). Yields the product C1(CCCC1)N1C2=C(N(C(C(C1)C)=O)C)C=NC(=N2)NC2=C(C=C(C(=O)O)C=C2)C ((rac)-4-(9-cyclopentyl-5,7-dimethyl-6-oxo-6,7,8,9-tetrahydro-5H-pyrimido[4,5-b][1,4]diazepin-2-yl amino)-3-methyl-benzoic acid). Isolated yield 48.8%. As a reaction SMILES: Cl[C:2]1[N:3]=[CH:4][C:5]2[N:11]([CH3:12])[C:10](=[O:13])[CH:9]([CH3:14])[CH2:8][N:7]([CH:15]3[CH2:19][CH2:18][CH2:17][CH2:16]3)[C:6]=2[N:20]=1.[NH2:21][C:22]1[CH:30]=[CH:29][C:25]([C:26]([OH:28])=[O:27])=[CH:24][C:23]=1[CH3:31].C(O)C>Cl.O>[CH:15]1([N:7]2[CH2:8][CH:9]([CH3:14])[C:10](=[O:13])[N:11]([CH3:12])[C:5]3[CH:4]=[N:3][C:2]([NH:21][C:22]4[CH:30]=[CH:29][C:25]([C:26]([OH:28])=[O:27])=[CH:24][C:23]=4[CH3:31])=[N:20][C:6]2=3)[CH2:19][CH2:18][CH2:17][CH2:16]1. Procedure details: A mixture of 0.03 g (0.0001 mole) of (rac)-2-chloro-9-cyclopentyl-5,7-dimethyl-5,7,8,9-tetrahydro-pyrimido[4,5-b][1,4]diazepin-6-one, 0.015 g (0.0001 mole) of 4-amino-3-methylbenzoic acid, 0.3 mL of ethanol, 0.8 mL of water, and 1 drop of hydrochloric acid was heated to 100 degrees overnight. Upon cooling, a precipitate formed which was collected by filtration to give 0.020 g of (rac)-4-(9-cyclopentyl-5,7-dimethyl-6-oxo-6,7,8,9-tetrahydro-5H-pyrimido[4,5-b][1,4]diazepin-2-yl amino)-3-methyl-benz... Starting materials: C1(=CC=CC=C1)P(C1=CC=CC=C1)C1=CC=CC=C1 (triphenylphosphine), C(Br)(Br)(Br)Br (carbon tetrabromide), [N+](=O)([O-])C1=CC=C(O1)C=O (5-nitro-2-furaldehyde). Reagents/catalysts: [Zn] (zinc). Run in C(Cl)Cl (methylene chloride). Conditions: time 1 hour. Product: C1(=CC=CC=C1)P(C1=CC=CC=C1)(C1=CC=CC=C1)=O (triphenylphosphine oxide). RXN SMILES: [C:1]1([P:7]([C:14]2[CH:19]=[CH:18][CH:17]=[CH:16][CH:15]=2)[C:8]2[CH:13]=[CH:12][CH:11]=[CH:10][CH:9]=2)[CH:6]=[CH:5][CH:4]=[CH:3][CH:2]=1.C(Br)(Br)(Br)Br.[N+](C1OC(C=O)=CC=1)([O-])=[O:26]>C(Cl)Cl.[Zn]>[C:14]1([P:7](=[O:26])([C:1]2[CH:2]=[CH:3][CH:4]=[CH:5][CH:6]=2)[C:8]2[CH:13]=[CH:12][CH:11]=[CH:10][CH:9]=2)[CH:15]=[CH:16][CH:17]=[CH:18][CH:19]=1. Procedure: To a stirred suspension of 6.5 g of zinc dust in 300 ml of methylene chloride was added, successively, 26.2 g of triphenylphosphine and 33.2 g of carbon tetrabromide. A mildly exothermic reaction carried the temperature of the mixture to 35°-40°, no cooling being applied. The mixture then was stirred for one hour at room temperature, then cooled to 15° and treated with 10.7 g of 5-nitro-2-furaldehyde. The mixture then was stirred overnight at 25° and filtered to remove suspended salt. The filtra... Starting materials: FC=1C=CC=C2C(C(NC12)=O)=O (7-fluoro-1H-indole-2,3-dione), NN (hydrazine). The solvent is C(CO)O (ethylene glycol). The product is N1C(CC2=CC=CC=C12)=O (2-oxindole). As a reaction SMILES: F[C:2]1[CH:3]=[CH:4][CH:5]=[C:6]2[C:10]=1[NH:9][C:8](=[O:11])[C:7]2=O.NN>C(O)CO>[NH:9]1[C:10]2[C:6](=[CH:5][CH:4]=[CH:3][CH:2]=2)[CH2:7][C:8]1=[O:11]. Procedure details: In still a further embodiment, a process is provided for preparing 5-(7-Fluoro-3,3-dimethyl-2-oxo-2,3-dihydro-1H-indol-5-yl)-1-methyl-1H-pyrrole-2-carbonitrile including reacting 7-fluoro-1H-indole-2,3-dione and aqueous hydrazine in ethylene glycol to form the 2-oxindole; alkylating the 2-oxindole at the 3-position; brominating the alkylated 2-oxindole; reacting the brominated 2-oxindole with 5-[1,3,6,2]dioxazaborocan-2-yl-1-methyl-1H-pyrrole-2-carbonitrile, sodium carbonate, and PdCl2(PPh3)2; r... Reactants: C(C)N(CCNC(\C=C\[C@H](CC1=CC=CC=C1)NC(=O)NC1=CC=C(C=C1)C1=CC=CC=C1)=O)CC ((E)-(S)-4-(3-Biphenyl-4-yl-ureido)-5-phenyl-pent-2-enoic Acid (2-diethylamino-ethyl)-amide), C(C)(C)NCCN (N-isopropyl-ethane-1,2-diamine), C=1C=CC2=C(C1)N=NN2O (HOBt), CCN=C=NCCCN(C)C.Cl (EDCl). The solvent is CN(C)C=O (DMF), O (H2O). Conditions: time 20 hour. Product: C(C)(C)NCCNC(\C=C\[C@H](CC1=CC=CC=C1)NC(=O)NC1=CC=C(C=C1)C1=CC=CC=C1)=O ((E)-(S)-4-(3-Biphenyl-4-yl-ureido)-5-phenyl-pent-2-enoic Acid (2-isopropylamino-ethyl)-amide). Isolated yield 49.0%. Reaction SMILES: C(N(CC)CCN[C:7](=[O:34])/[CH:8]=[CH:9]/[C@@H:10]([NH:18][C:19]([NH:21][C:22]1[CH:27]=[CH:26][C:25]([C:28]2[CH:33]=[CH:32][CH:31]=[CH:30][CH:29]=2)=[CH:24][CH:23]=1)=[O:20])[CH2:11][C:12]1[CH:17]=[CH:16][CH:15]=[CH:14][CH:13]=1)C.[CH:37]([NH:40][CH2:41][CH2:42][NH2:43])([CH3:39])[CH3:38].C1C=CC2N(O)N=NC=2C=1.CCN=C=NCCCN(C)C.Cl>CN(C=O)C.O>[CH:37]([NH:40][CH2:41][CH2:42][NH:43][C:7](=[O:34])/[CH:8]=[CH:9]/[C@@H:10]([NH:18][C:19]([NH:21][C:22]1[CH:23]=[CH:24][C:25]([C:28]2[CH:29]=[CH:30][CH:31]=[CH:32][CH:33]=2)=[CH:26][CH:27]=1)=[O:20])[CH2:11][C:12]1[CH:13]=[CH:14][CH:15]=[CH:16][CH:17]=1)([CH3:39])[CH3:38] |f:3.4|. Procedure details: To a solution of (E)-(S)-4-(3-biphenyl-4-yl-ureido)-5-phenyl-pent-2-enoic acid (Example 19, step A) (0.30 g, 0.78 mmol), N-isopropyl-ethane-1,2-diamine (0.087 g, 0.85 mmol) and HOBt (0.16 g, 1.16 mmol) in DMF (7.8 mL), was added EDCl (0.22 g, 1.16 mmol). The resulting solution was stirred under N2 at rt for 20 h. The solution was diluted with H2O (50 mL) and extracted with 3:1 EtOAc/iPrOH (3×60 mL). The combined organic extracts were washed with 1 N NaOH (1×50 mL) and brine (75 mL), dried (Na2SO... Starting materials: COCCOc1ccc(-c2oc3ncnc(NCCN4CCN(C(=O)OC(C)(C)C)CC4)c3c2-c2ccccc2)cc1, ClCCl, O=C(O)C(F)(F)F, N#N. Yields the product COCCOc1ccc(-c2oc3ncnc(NCCN4CCNCC4)c3c2-c2ccccc2)cc1. Reaction SMILES: [CH3:1][O:2][CH2:3][CH2:4][O:5][c:6]1[cH:7][cH:8][c:9](-[c:12]2[c:13](-[c:37]3[cH:38][cH:39][cH:40][cH:41][cH:42]3)[c:14]3[c:15]([n:16][cH:17][n:18][c:19]3[NH:20][CH2:21][CH2:22][N:23]3[CH2:24][CH2:25][N:26]([C:29]([O:30][C:31]([CH3:32])([CH3:33])[CH3:34])=[O:35])[CH2:27][CH2:28]3)[o:36]2)[cH:10][cH:11]1.[Cl:52][CH2:53][Cl:54].[F:45][C:46]([F:47])([F:48])[C:49]([OH:50])=[O:51].[N:43]#[N:44]>>[CH3:1][O:2][CH2:3][CH2:4][O:5][c:6]1[cH:7][cH:8][c:9](-[c:12]2[c:13](-[c:37]3[cH:38][cH:39][cH:40][cH:41][cH:42]3)[c:14]3[c:15]([n:16][cH:17][n:18][c:19]3[NH:20][CH2:21][CH2:22][N:23]3[CH2:24][CH2:25][NH:26][CH2:27][CH2:28]3)[o:36]2)[cH:10][cH:11]1. Starting materials: CC(=O)O, Cc1cccc(B(O)O)c1F, C1CCOC1, OO. Product: Cc1cccc(O)c1F. RXN SMILES: [CH3:12][C:13]([OH:14])=[O:15].[F:1][c:2]1[c:3]([B:9]([OH:10])[OH:11])[cH:4][cH:5][cH:6][c:7]1[CH3:8].[O:18]1[CH2:19][CH2:20][CH2:21][CH2:22]1.[OH:16][OH:17]>>[F:1][c:2]1[c:3]([OH:14])[cH:4][cH:5][cH:6][c:7]1[CH3:8]. Reactants: CON=C(C(=O)O)c1csc(NC(c2ccccc2)(c2ccccc2)c2ccccc2)n1, ClCCl, CC1=C(C(=O)OC(c2ccccc2)c2ccccc2)N2C(=O)C(N)C2SC1. Yields the product CON=C(C(=O)NC1C(=O)N2C(C(=O)OC(c3ccccc3)c3ccccc3)=C(C)CSC12)c1csc(NC(c2ccccc2)(c2ccccc2)c2ccccc2)n1. As a reaction SMILES: [C:1]([c:2]1[cH:3][cH:4][cH:5][cH:6][cH:7]1)([c:8]1[cH:9][cH:10][cH:11][cH:12][cH:13]1)([c:14]1[cH:15][cH:16][cH:17][cH:18][cH:19]1)[NH:20][c:21]1[s:22][cH:23][c:24]([C:26]([C:27](=[O:28])[OH:29])=[N:30][O:31][CH3:32])[n:25]1.[CH2:60]([Cl:61])[Cl:62].[NH2:33][CH:34]1[CH:35]2[S:36][CH2:37][C:38]([CH3:59])=[C:39]([C:43](=[O:44])[O:45][CH:46]([c:47]3[cH:48][cH:49][cH:50][cH:51][cH:52]3)[c:53]3[cH:54][cH:55][cH:56][cH:57][cH:58]3)[N:40]2[C:41]1=[O:42]>>[C:1]([c:2]1[cH:3][cH:4][cH:5][cH:6][cH:7]1)([c:8]1[cH:9][cH:10][cH:11][cH:12][cH:13]1)([c:14]1[cH:15][cH:16][cH:17][cH:18][cH:19]1)[NH:20][c:21]1[s:22][cH:23][c:24]([C:26]([C:27](=[O:29])[NH:33][CH:34]2[CH:35]3[S:36][CH2:37][C:38]([CH3:59])=[C:39]([C:43](=[O:44])[O:45][CH:46]([c:47]4[cH:48][cH:49][cH:50][cH:51][cH:52]4)[c:53]4[cH:54][cH:55][cH:56][cH:57][cH:58]4)[N:40]3[C:41]2=[O:42])=[N:30][O:31][CH3:32])[n:25]1. The reactants are C(C)(C)(C)OC1=CC=C(C=C1)CCC(C)=O (1-(4-tert.-butoxy-phenyl)-butan-3-one), CC(C)=C (isobutylene), [OH-].[Na+] (sodium hydroxide). The solvent is S(O)(O)(=O)=O (sulfuric acid). Product: OC1=CC=C(C=C1)CCC(C)=O (1-(4-hydroxy-phenyl)-butan-3-one). The yield is 93.0%. As a reaction SMILES: C([O:5][C:6]1[CH:11]=[CH:10][C:9]([CH2:12][CH2:13][C:14](=[O:16])[CH3:15])=[CH:8][CH:7]=1)(C)(C)C.CC(=C)C.[OH-].[Na+]>S(=O)(=O)(O)O>[OH:5][C:6]1[CH:7]=[CH:8][C:9]([CH2:12][CH2:13][C:14](=[O:16])[CH3:15])=[CH:10][CH:11]=1 |f:2.3|. Reported procedure: 100 g (0.45 mole) of 1-(4-tert.-butoxy-phenyl)-butan-3-one are suspended in 250 ml of 2N sulfuric acid and the mixture is refluxed for about 3 hours, with vigorous stirring. The course of the reaction can be followed by measuring the isobutylene liberated. After completion of the reaction, the mixture is cooled to room temperature and brought to pH 6 with dilute sodium hydroxide solution, after which the product crystallizes out in about 95% purity. It is isolated by filtering off or centrifugin...